This data is from the Open Reaction Database (ORD), a public repository of structured organic reaction records. The task is: describe an organic reaction: reactants, conditions, products, and yield Reactants: C(C)(C)(C)OC(=O)N1[C@@H](CCC1)CO ((S)-1-t-butoxycarbonyl-2-pyrrolidinemethanol), FC1=C(C=CC=C1F)O (2,3-difluorophenol). Solvent: C1CCOC1 (THF). Run at time 40 hour. Yields the product FC1=C(OC[C@H]2NCCC2)C=CC=C1F (2(S)-(2,3-Difluorophenoxymethyl)pyrrolidine). Reaction SMILES: C(OC([N:8]1[CH2:12][CH2:11][CH2:10][C@H:9]1[CH2:13][OH:14])=O)(C)(C)C.[F:15][C:16]1[C:21]([F:22])=[CH:20][CH:19]=[CH:18][C:17]=1O>C1COCC1>[F:15][C:16]1[C:21]([F:22])=[CH:20][CH:19]=[CH:18][C:17]=1[O:14][CH2:13][C@@H:9]1[CH2:10][CH2:11][CH2:12][NH:8]1. Reported procedure: A 4.03 g (20 mmol) sample of (S)-1-t-butoxycarbonyl-2-pyrrolidinemethanol (from Example 3a above) and 3.90 g (30 mmol) of 2,3-difluorophenol (Aldrich) were added to a complex of TPP and TBAD, (prepared as in Example 5b above, 30 mmol of each) in 150 mL of THF. The reaction was stirred for 40 hr, and the solvents were removed under vacuum. Hexane was added to the residue, and the crude product was collected by filtration. The product was washed with hexane and 10% NaOH, then purified by flash chr... Starting materials: C(#C)C1=CC=C(C=C1)CC(C)NC(C)=O (N-[2-(4-ethynyl-phenyl)-1-methyl-ethyl]-acetamide), IC1=NC(=NC=C1)SC (4-iodo-2-(methylthio)pyrimidine). The reagents and catalysts are Cl[Pd]([P](C1=CC=CC=C1)(C2=CC=CC=C2)C3=CC=CC=C3)([P](C4=CC=CC=C4)(C5=CC=CC=C5)C6=CC=CC=C6)Cl (bis(triphenylphosphine)dichloro-palladium). Run in C(C)(CC)N (sec-butylamine), O (water), O (water). Product: CC(CC1=CC=C(C=C1)C#CC1=NC(=NC=C1)SC)NC(C)=O (N-{1-Methyl-2-[4-(2-methylsulfanyl-pyrimidin-4-ylethynyl)-phenyl]-ethyl}acetamide). As a reaction SMILES: [C:1]([C:3]1[CH:8]=[CH:7][C:6]([CH2:9][CH:10]([NH:12][C:13](=[O:15])[CH3:14])[CH3:11])=[CH:5][CH:4]=1)#[CH:2].I[C:17]1[CH:22]=[CH:21][N:20]=[C:19]([S:23][CH3:24])[N:18]=1>C(N)(CC)C.O.Cl[Pd](Cl)([P](C1C=CC=CC=1)(C1C=CC=CC=1)C1C=CC=CC=1)[P](C1C=CC=CC=1)(C1C=CC=CC=1)C1C=CC=CC=1>[CH3:11][CH:10]([NH:12][C:13](=[O:15])[CH3:14])[CH2:9][C:6]1[CH:7]=[CH:8][C:3]([C:1]#[C:2][C:17]2[CH:22]=[CH:21][N:20]=[C:19]([S:23][CH3:24])[N:18]=2)=[CH:4][CH:5]=1 |^1:33,52|. Procedure details: To 0.52 g (2.58 mmol) N-[2-(4-ethynyl-phenyl)-1-methyl-ethyl]-acetamide (I58.3) and 0.50 g (1.98 mmol) 4-iodo-2-(methylthio)pyrimidine in 3 mL sec-butylamine and 3 mL water are added 0.14 g (0.20 mmol) bis(triphenylphosphine)dichloro-palladium and the mixture is stirred at r.t. over night. The reaction mixture is diluted with water and extracted with DCM. The organic layer is dried with Na2SO4 and the solvent is removed in vacuo. The residue is purified by column chromatography (silica gel, DCM/... The product is C(C)(=O)[O-] (acetate), C(C1=CC=CC=C1)(=O)OC1CC(N(C(C1)(C)C)OC1C(CCCC1)O)(C)C (4-Benzoyloxy-1-(2-hydroxycyclohexyloxy)-2,2,6,6-tetramethylpiperidine). The solvent is ClC1=CC=CC=C1 (chlorobenzene). Reactants: CCCCCCC (heptane), C(CCC)[SnH](CCCC)CCCC (Tributyltin hydride), BrC1C(CCCC1)O (2-bromocyclohexanol), C(C1=CC=CC=C1)(=O)OC1CC(N(C(C1)(C)C)O)(C)C (4-benzoyloxy-1-oxyl-2,2,6,6-tetramethylpiperidine). RXN SMILES: C([SnH](CCCC)CCCC)CCC.Br[CH:15]1[CH2:20][CH2:19][CH2:18][CH2:17][CH:16]1[OH:21].[C:22]([O:30][CH:31]1[CH2:36][C:35]([CH3:38])([CH3:37])[N:34]([OH:39])[C:33]([CH3:41])([CH3:40])[CH2:32]1)(=[O:29])[C:23]1[CH:28]=[CH:27][CH:26]=[CH:25][CH:24]=1.CCCCCCC>ClC1C=CC=CC=1>[C:22]([O-:30])(=[O:29])[CH3:23].[C:22]([O:30][CH:31]1[CH2:32][C:33]([CH3:40])([CH3:41])[N:34]([O:39][CH:15]2[CH2:20][CH2:19][CH2:18][CH2:17][CH:16]2[OH:21])[C:35]([CH3:38])([CH3:37])[CH2:36]1)(=[O:29])[C:23]1[CH:24]=[CH:25][CH:26]=[CH:27][CH:28]=1. Reported procedure: Tributyltin hydride is added dropwise to a solution of 2-bromocyclohexanol and excess 4-benzoyloxy-1-oxyl-2,2,6,6-tetramethylpiperidine in chlorobenzene. The mixture is heated to facilitate reaction. The crude reaction mixture is passed through silica gel with heptane and then heptanelethyl acetate to afford the title compound as a mixture os cis/trans isomers. Procedure details: To a solution containing 50 mg (0.19 mmol) of [1-(2,3-dihydro-benzo[1,4]dioxin-2-ylmethyl)-pyrrolidin-3-yl]-methanol in dichloromethane (1.5 mL), 1.5 mL of cold aqueous NaOH-solution (50%, w/w) and 6 mg (0.02 mmol) of tert-butylammonium bromide were added at 0° C. The reaction mixture was stirred for ½ h at 0° C. After adding 28 μL (0.19 mmol) of tert-butylbromoacetate the stirring was continued for 3 h at 10° C. Subsequent addition of water (10 mL) and dichloromethane (40 mL) was followed by st... The reactants are O1C(COC2=C1C=CC=C2)CN2CC(CC2)CO ([1-(2,3-dihydro-benzo[1,4]dioxin-2-ylmethyl)-pyrrolidin-3-yl]-methanol), [Br-].C(C)(C)(C)[NH3+] (tert-butylammonium bromide), [H-].[H-].[H-].[H-].[Li+].[Al+3] (LiAlH4), C(C)(C)(C)OC(CBr)=O (tert-butylbromoacetate). As a reaction SMILES: [O:1]1[C:6]2[CH:7]=[CH:8][CH:9]=[CH:10][C:5]=2[O:4][CH2:3][CH:2]1[CH2:11][N:12]1[CH2:16][CH2:15][CH:14]([CH2:17][OH:18])[CH2:13]1.[Br-].C([NH3+])(C)(C)C.[C:25]([O:29]C(=O)CBr)(C)(C)[CH3:26].[H-].[H-].[H-].[H-].[Li+].[Al+3]>ClCCl.[OH-].[Na+].O>[O:1]1[C:6]2[CH:7]=[CH:8][CH:9]=[CH:10][C:5]=2[O:4][CH2:3][CH:2]1[CH2:11][N:12]1[CH2:16][CH2:15][CH:14]([CH2:17][O:18][CH2:26][CH2:25][OH:29])[CH2:13]1 |f:1.2,4.5.6.7.8.9,11.12|. Reaction conditions: temperature 0 celsius, time 0.5 hour. The product is O1C(COC2=C1C=CC=C2)CN2CC(CC2)COCCO (2-[1-(2,3-Dihydro-benzo[1,4]dioxin-2-ylmethyl)-pyrrolidin-3-ylmethoxy]-ethanol). Run in ClCCl (dichloromethane), [OH-].[Na+] (NaOH), ClCCl (dichloromethane), O (water). The reactants are CCS(=O)(=O)Cl, COc1ccccc1S(=O)c1cccc(NCc2cccnc2)c1, ClCCCl, c1ccncc1. The product is CCS(=O)(=O)N(Cc1cccnc1)c1cccc(S(=O)c2ccccc2OC)c1. RXN SMILES: [CH2:31]([CH3:32])[S:33](=[O:34])(=[O:35])[Cl:36].[CH3:1][O:2][c:3]1[c:4]([S:9](=[O:10])[c:11]2[cH:12][c:13]([NH:17][CH2:18][c:19]3[cH:20][n:21][cH:22][cH:23][cH:24]3)[cH:14][cH:15][cH:16]2)[cH:5][cH:6][cH:7][cH:8]1.[Cl:37][CH2:38][CH2:39][Cl:40].[cH:25]1[cH:26][cH:27][n:28][cH:29][cH:30]1>>[CH3:1][O:2][c:3]1[c:4]([S:9](=[O:10])[c:11]2[cH:12][c:13]([N:17]([CH2:18][c:19]3[cH:20][n:21][cH:22][cH:23][cH:24]3)[S:33]([CH2:31][CH3:32])(=[O:34])=[O:35])[cH:14][cH:15][cH:16]2)[cH:5][cH:6][cH:7][cH:8]1.